Dataset: the Open Reaction Database (ORD), a public repository of structured organic reaction records. Task: describe an organic reaction: reactants, conditions, products, and yield The reactants are OO (H2O2), FC1=C(C(=CC=C1)SC(C)C)[N+](=O)[O-] (1-Fluoro-3-isopropylsulfanyl-2-nitro-benzene), C(C)(=O)O (Acetic acid), O (Water), OO (H2O2). Run at temperature 100 celsius. The product is FC1=C(C(=CC=C1)S(=O)(=O)C(C)C)[N+](=O)[O-] (1-Fluoro-2-nitro-3-(propane-2-sulfonyl)-benzene). As a reaction SMILES: OO.[F:3][C:4]1[CH:9]=[CH:8][CH:7]=[C:6]([S:10][CH:11]([CH3:13])[CH3:12])[C:5]=1[N+:14]([O-:16])=[O:15].C(O)(=[O:19])C.[OH2:21]>>[F:3][C:4]1[CH:9]=[CH:8][CH:7]=[C:6]([S:10]([CH:11]([CH3:13])[CH3:12])(=[O:19])=[O:21])[C:5]=1[N+:14]([O-:16])=[O:15]. Procedure details: 8 M of H2O2 in Water (4.4 mL) was added to a solution of 1-Fluoro-3-isopropylsulfanyl-2-nitro-benzene (6.76 g, 0.031 mol) in Acetic acid (10 mL, 0.2 mol), and the reaction was heated at 100° C. for 16 h HPLC. Addition 2.5 eq H2O2 added. The reaction mixture was cooled and added to ice, when the product precipitated, and was collected by filtration, washed with water and dried under vacuum.